Task: describe an organic reaction: reactants, conditions, products, and yield. Dataset: the Open Reaction Database (ORD), a public repository of structured organic reaction records The reactants are O=c1ccc(C(F)(F)F)c[nH]1, O=P(Cl)(Cl)Cl. Yields the product FC(F)(F)c1ccc(Cl)nc1. As a reaction SMILES: [F:1][C:2]([c:3]1[cH:4][cH:5][c:6](=[O:9])[nH:7][cH:8]1)([F:10])[F:11].[P:12]([Cl:13])([Cl:14])([Cl:15])=[O:16]>>[F:1][C:2]([c:3]1[cH:4][cH:5][c:6]([Cl:14])[n:7][cH:8]1)([F:10])[F:11]. Starting materials: CCO, Cl, N#CC(c1ccccc1)C1(O)CCOCC1. Yields the product [Cl-], [NH3+]CC(c1ccccc1)C1(O)CCOCC1. As a reaction SMILES: [CH3:18][CH2:19][OH:20].[ClH:17].[OH:1][C:2]1([CH:8]([C:9]#[N:10])[c:11]2[cH:12][cH:13][cH:14][cH:15][cH:16]2)[CH2:3][CH2:4][O:5][CH2:6][CH2:7]1>>[Cl-:17].[OH:1][C:2]1([CH:8]([CH2:9][NH3+:10])[c:11]2[cH:12][cH:13][cH:14][cH:15][cH:16]2)[CH2:3][CH2:4][O:5][CH2:6][CH2:7]1. The reactants are Brc1ccncc1, C#CC(O)c1ccccc1, CCNCC, Cl, [Cu]I. Yields the product OC(C#Cc1ccncc1)c1ccccc1. As a reaction SMILES: [Br:2][c:3]1[cH:4][cH:5][n:6][cH:7][cH:8]1.[C:9](#[CH:10])[CH:11]([OH:12])[c:13]1[cH:14][cH:15][cH:16][cH:17][cH:18]1.[CH2:19]([NH:20][CH2:21][CH3:22])[CH3:23].[ClH:1].[Cu:24][I:25]>>[c:3]1([C:10]#[C:9][CH:11]([OH:12])[c:13]2[cH:14][cH:15][cH:16][cH:17][cH:18]2)[cH:4][cH:5][n:6][cH:7][cH:8]1. Starting materials: COC1=C(C=O)C=C(C=C1)C (2-methoxy-5-methyl-benzaldehyde), COC1=C(C=C(C=C1)C)C(C(=O)O)=C ((2-methoxy-5-methyl-phenyl)-acrylic acid), C(C=C)(=O)O (acrylic acid). The product is COC1=C(C=C(C=C1)C)CCC(=O)O (3-(2-methoxy-5-methyl-phenyl)-propionic acid). The yield is 899.7%. Reaction SMILES: [CH3:1][O:2][C:3]1[CH:10]=[CH:9][C:8]([CH3:11])=[CH:7][C:4]=1[CH:5]=O.COC1C=CC(C)=CC=1[C:21](=C)[C:22]([OH:24])=[O:23].C(O)(=O)C=C>>[CH3:1][O:2][C:3]1[CH:10]=[CH:9][C:8]([CH3:11])=[CH:7][C:4]=1[CH2:5][CH2:21][C:22]([OH:24])=[O:23]. Procedure: 10 mmol of the appropriate aldehyde are dissolved with 1.1 eq. of triethyl phosphonoacetate in 7 ml THF. At 0° C. 1 eq. of DBU is added and the reaction mixture is stirred over night at room temperature. Then, the reaction mixture is diluted with water, acidified with aq. HCl and extracted with diethyl ether. The organic layer is dried over MgSO4 and the solvent removed. This acrylic acid ester is used without further purification. The crude acrylic acid ester is suspended in 20 ml 1N NaOH and s... The reactants are C(C)OC([C@@H](NC1=NC=CC=C1[N+](=O)[O-])C)=O ((S)-N-(3-nitro-2-pyridinyl)alanine ethyl ester). Reagents/catalysts: [Pd] (palladium on carbon). Run in O1CCCC1 (tetrahydrofuran). Product: C(C)OC([C@@H](NC1=NC=CC=C1N)C)=O ((S)-N-(3-amino-2-pyridinyl)alanine ethyl ester). The yield is 85.0%. As a reaction SMILES: [CH2:1]([O:3][C:4](=[O:17])[C@H:5]([CH3:16])[NH:6][C:7]1[C:12]([N+:13]([O-])=O)=[CH:11][CH:10]=[CH:9][N:8]=1)[CH3:2]>O1CCCC1.[Pd]>[CH2:1]([O:3][C:4](=[O:17])[C@H:5]([CH3:16])[NH:6][C:7]1[C:12]([NH2:13])=[CH:11][CH:10]=[CH:9][N:8]=1)[CH3:2]. Procedure details: A solution of (S)-N-(3-nitro-2-pyridinyl)alanine ethyl ester (5.0 g, 0.0209 mole) in tetrahydrofuran (60 ml) was hydrogenated over 5% palladium on carbon (0.5 g) keeping the temperature of the solution at approximately room temperature to give (S)-N-(3-amino-2-pyridinyl)alanine ethyl ester. The solution of the reduction product was cooled in an ice bath and dried over magnesium sulfate under nitrogen. The solution was filtered and 4-chlorobenzoyl chloride (3.84 g, 0.022 mole) and triethylamine (... Reactants: 5-L, C(CCC)OC(C(C=1C(CC(C1)C)=O)O)=O (racemic alpha-hydroxy-4-methyl-2-oxo-cyclopentene acetic acid butyl ester), O.C1(=CC=C(C=C1)S(=O)(=O)O)C (p-toluenesulfonic acid monohydrate). Run in C1(=CC=CC=C1)C (toluene). Conditions: temperature 15 celsius, time 2 hour. Yields the product C(CCC)OC(C=C1CC(C(C1)C)=O)=O (4-methyl-3-oxo-cyclopentylidene acetic acid butyl ester). Yield: 1072.9%. RXN SMILES: [CH2:1]([O:5][C:6](=[O:16])[CH:7](O)[C:8]1[C:9](=O)[CH2:10][CH:11]([CH3:13])[CH:12]=1)[CH2:2][CH2:3][CH3:4].O.C1(C)C=CC(S(O)(=O)=[O:25])=CC=1>C1(C)C=CC=CC=1>[CH2:1]([O:5][C:6](=[O:16])[CH:7]=[C:8]1[CH2:12][CH:11]([CH3:13])[C:10](=[O:25])[CH2:9]1)[CH2:2][CH2:3][CH3:4] |f:1.2|. Procedure details: Into a 5-L, 3-necked, round-bottomed flask equipped with a condenser, thermometer and nitrogen inlet were added 154.8 g (0.68 M) alpha-hydroxy-4-methyl-3-oxo-cyclopentene acetic acid butyl ester (as prepared by Example 4), 2.3 L of toluene, and 12.9 g (0.068 M) of p-toluenesulfonic acid monohydrate. The resulting reaction mixture was stirred at 75°-78° C. for 61/2 hours under nitrogen. When the reaction was complete, the mixture was cooled to 15° C., poured into a separatory funnel, washed with ... Starting materials: CCC(Nc1oc(=O)c2ccccc2c1C(C)=O)c1ccccc1, CC(C)(C)OC(=O)NN, CCC(NC(=O)c1c(C)n(NC(=O)OC(C)(C)C)c(=O)c2ccccc12)c1ccccc1, O=C=O, CC#N. The product is CCC(NC(=O)c1c(C)n(N)c(=O)c2ccccc12)c1ccccc1. RXN SMILES: [C:1]([c:2]1[c:3]2[cH:4][cH:5][cH:6][cH:7][c:8]2[c:9](=[O:10])[o:11][c:12]1[NH:13][CH:14]([c:15]1[cH:16][cH:17][cH:18][cH:19][cH:20]1)[CH2:21][CH3:22])(=[O:23])[CH3:24].[C:25]([O:26][C:27]([CH3:28])([CH3:29])[CH3:30])(=[O:31])[NH:32][NH2:33].[C:34]([O:35][C:36](=[O:37])[NH:40][n:41]1[c:42](=[O:64])[c:43]2[cH:44][cH:45][cH:46][cH:47][c:48]2[c:49]([C:52]([NH:53][CH:54]([CH2:55][CH3:56])[c:57]2[cH:58][cH:59][cH:60][cH:61][cH:62]2)=[O:63])[c:50]1[CH3:51])([CH3:38])([CH3:39])[CH3:65].[C:66](=[O:67])=[O:68].[CH3:69][C:70]#[N:71]>>[NH2:40][n:41]1[c:42](=[O:64])[c:43]2[cH:44][cH:45][cH:46][cH:47][c:48]2[c:49]([C:52]([NH:53][CH:54]([CH2:55][CH3:56])[c:57]2[cH:58][cH:59][cH:60][cH:61][cH:62]2)=[O:63])[c:50]1[CH3:51]. Procedure: Following the procedure as described in PREPARATION 14A, and making non-critical variations using 4-methyl-3,4-dihydro-2H-benzo[b][1,4]oxazin-6-ol (McMurtrey, K. D., et al., J. Org. Chem. (1970), 35(12):4252-3) to replace chroman-7-ol, and 1-[(2R)-tetrahydrofuran-2-ylmethyl]-1H-indole-2,3-dione to replace 1-(diphenylmethyl)indoline-2,3-dione, 3-hydroxy-3-(6-hydroxy-4-methyl-3,4-dihydro-2H-1,4-benzoxazin-7-yl)-1-[(2R)-tetrahydrofuran-2-ylmethyl]-1,3-dihydro-2H-indol-2-one was obtained (92%) as a ... The product is OC1(C(N(C2=CC=CC=C12)C[C@@H]1OCCC1)=O)C1=CC2=C(N(CCO2)C)C=C1O (3-hydroxy-3-(6-hydroxy-4-methyl-3,4-dihydro-2H-1,4-benzoxazin-7-yl)-1-[(2R)-tetrahydrofuran-2-ylmethyl]-1,3-dihydro-2H-indol-2-one). Starting materials: 14A, O1[C@H](CCC1)CN1C(C(C2=CC=CC=C12)=O)=O (1-[(2R)-tetrahydrofuran-2-ylmethyl]-1H-indole-2,3-dione), C1(=CC=CC=C1)C(N1C(C(C2=CC=CC=C12)=O)=O)C1=CC=CC=C1 (1-(diphenylmethyl)indoline-2,3-dione), CN1C2=C(OCC1)C=CC(=C2)O (4-methyl-3,4-dihydro-2H-benzo[b][1,4]oxazin-6-ol), O1CCCC2=CC=C(C=C12)O (chroman-7-ol). As a reaction SMILES: [CH3:1][N:2]1[CH2:7][CH2:6][O:5][C:4]2[CH:8]=[CH:9][C:10]([OH:12])=[CH:11][C:3]1=2.O1C2C(=CC=C(O)C=2)CCC1.[O:24]1[CH2:28][CH2:27][CH2:26][C@@H:25]1[CH2:29][N:30]1[C:38]2[C:33](=[CH:34][CH:35]=[CH:36][CH:37]=2)[C:32](=[O:39])[C:31]1=[O:40].C1(C(C2C=CC=CC=2)N2C3C(=CC=CC=3)C(=O)C2=O)C=CC=CC=1>>[OH:39][C:32]1([C:9]2[C:10]([OH:12])=[CH:11][C:3]3[N:2]([CH3:1])[CH2:7][CH2:6][O:5][C:4]=3[CH:8]=2)[C:33]2[C:38](=[CH:37][CH:36]=[CH:35][CH:34]=2)[N:30]([CH2:29][C@H:25]2[CH2:26][CH2:27][CH2:28][O:24]2)[C:31]1=[O:40]. Starting materials: [Al+3], [Al+3], Oc1ccc(Br)cc1C(O)c1ccccc1, CCOCC, CO, CCOCC, [Cl-], [Cl-], [Cl-], ClCCl, [H-], [H-], [H-], [H-], [Li+]. Yields the product Oc1ccc(Br)cc1Cc1ccccc1. As a reaction SMILES: [Al+3:2].[Al+3:6].[Br:11][c:12]1[cH:13][c:14]([CH:19]([c:20]2[cH:21][cH:22][cH:23][cH:24][cH:25]2)[OH:26])[c:15]([OH:18])[cH:16][cH:17]1.[CH3:27][CH2:28][O:29][CH2:30][CH3:31].[CH3:32][OH:33].[CH3:34][CH2:35][O:36][CH2:37][CH3:38].[Cl-:1].[Cl-:3].[Cl-:4].[Cl:39][CH2:40][Cl:41].[H-:10].[H-:5].[H-:8].[H-:9].[Li+:7]>>[Br:11][c:12]1[cH:13][c:14]([CH2:19][c:20]2[cH:21][cH:22][cH:23][cH:24][cH:25]2)[c:15]([OH:18])[cH:16][cH:17]1.